Dataset: the Open Reaction Database (ORD), a public repository of structured organic reaction records. Task: describe an organic reaction: reactants, conditions, products, and yield The reactants are ester, ClC1=CC=C(C=C1)N=C=O (p-chlorophenyl isocyanate), C(C)OC(C1=C(C=CC(=C1OC)OC)N)=O (2-amino-5,6-dimethoxybenzoic acid ethyl ester). Run in N1=CC=CC=C1 (pyridine), N1=CC=CC=C1 (pyridine), N1=CC=CC=C1 (pyridine). Reaction conditions: time 3 hour. Yields the product ClC1=CC=C(C=C1)N1C(NC2=CC=C(C(=C2C1=O)OC)OC)=O (3-(4-Chlorophenyl)-5,6-dimethoxyquinazolin-2,4(1H, 3H)-dione). Reaction SMILES: [Cl:1][C:2]1[CH:7]=[CH:6][C:5]([N:8]=[C:9]=[O:10])=[CH:4][CH:3]=1.C([O:13][C:14](=O)[C:15]1[C:20]([O:21][CH3:22])=[C:19]([O:23][CH3:24])[CH:18]=[CH:17][C:16]=1[NH2:25])C>N1C=CC=CC=1>[Cl:1][C:2]1[CH:7]=[CH:6][C:5]([N:8]2[C:14](=[O:13])[C:15]3[C:16](=[CH:17][CH:18]=[C:19]([O:23][CH3:24])[C:20]=3[O:21][CH3:22])[NH:25][C:9]2=[O:10])=[CH:4][CH:3]=1. Reported procedure: To p-chlorophenyl isocyanate (2.7 ml, 3.22 g, 20.97 mM) in pyridine (4.7 ml) at 0° C. was added a cold solution of 2-amino-5,6-dimethoxybenzoic acid ethyl ester (3.0 g, 13.32 mM) in pyridine (7.1 ml). The reaction mixture solidified shortly after the addition of the ester. The reaction mixture was allowed to go to room temperature but remained a solid. More pyridine (15 ml) was added and the pink slurry stirred at room temperature for three hours. The solvent was removed in vacuo to give a pink ... Reported procedure: A solution of N-(7-chloro-2-methylpyrazolo[1,5-a]pyrimidin-5-yl)-4-(2-hydroxypropan-2-yl)benzamide (2F, 86 mg, 0.25 mmol) and 1,4-diazepane-1-carbaldehyde (97 mg, 0.75 mmol) in DMF (1.0 mL) was stirred at 100° C. for 2 h. After cooling to room temperature, the mixture was diluted with a few drops of DMSO and methanol, and was then purified by preparatory HPLC (25-35% MeCN/H2O gradient+0.01% TFA). Lyophilization of the combined fractions gave the titled compound as a white solid (84.4 mg, 77%). 1... Reaction SMILES: Cl[C:2]1[N:7]2[N:8]=[C:9]([CH3:11])[CH:10]=[C:6]2[N:5]=[C:4]([NH:12][C:13](=[O:24])[C:14]2[CH:19]=[CH:18][C:17]([C:20]([OH:23])([CH3:22])[CH3:21])=[CH:16][CH:15]=2)[CH:3]=1.[N:25]1([CH:32]=[O:33])[CH2:31][CH2:30][CH2:29][NH:28][CH2:27][CH2:26]1>CN(C=O)C.CS(C)=O.CO>[CH:32]([N:25]1[CH2:31][CH2:30][CH2:29][N:28]([C:2]2[N:7]3[N:8]=[C:9]([CH3:11])[CH:10]=[C:6]3[N:5]=[C:4]([NH:12][C:13](=[O:24])[C:14]3[CH:19]=[CH:18][C:17]([C:20]([OH:23])([CH3:22])[CH3:21])=[CH:16][CH:15]=3)[CH:3]=2)[CH2:27][CH2:26]1)=[O:33]. The reactants are ClC1=CC(=NC=2N1N=C(C2)C)NC(C2=CC=C(C=C2)C(C)(C)O)=O (N-(7-chloro-2-methylpyrazolo[1,5-a]pyrimidin-5-yl)-4-(2-hydroxypropan-2-yl)benzamide), N1(CCNCCC1)C=O (1,4-diazepane-1-carbaldehyde). Yield: 77.3%. Solvent: CN(C)C=O (DMF), CO (methanol). The reagents and catalysts are CS(=O)C (DMSO). Product: C(=O)N1CCN(CCC1)C1=CC(=NC=2N1N=C(C2)C)NC(C2=CC=C(C=C2)C(C)(C)O)=O (N-(7-(4-formyl-1,4-diazepan-1-yl)-2-methylpyrazolo[1,5-a]pyrimidin-5-yl)-4-(2-hydroxypropan-2-yl)benzamide). The reactants are C(CCC)C1=NOC(=C1COC1=NC=C(C(=O)O)C=C1)C (6-(3-butyl-5-methyl-isoxazol-4-ylmethoxy)-nicotinic acid), N1CCC1 (azetidine). Product: N1(CCC1)C(=O)C=1C=NC(=CC1)OCC=1C(=NOC1C)CCCC (Azetidin-1-yl-[6-((3-butyl-5-methyl-isoxazol-4-yl)methoxy)-pyridin-3-yl]-methanone). The yield is 39.0%. As a reaction SMILES: [CH2:1]([C:5]1[C:9]([CH2:10][O:11][C:12]2[CH:20]=[CH:19][C:15]([C:16]([OH:18])=O)=[CH:14][N:13]=2)=[C:8]([CH3:21])[O:7][N:6]=1)[CH2:2][CH2:3][CH3:4].[NH:22]1[CH2:25][CH2:24][CH2:23]1>>[N:22]1([C:16]([C:15]2[CH:14]=[N:13][C:12]([O:11][CH2:10][C:9]3[C:5]([CH2:1][CH2:2][CH2:3][CH3:4])=[N:6][O:7][C:8]=3[CH3:21])=[CH:20][CH:19]=2)=[O:18])[CH2:25][CH2:24][CH2:23]1. Procedure: As described for example 19b, 6-(3-butyl-5-methyl-isoxazol-4-ylmethoxy)-nicotinic acid (100 mg, 0.34 mmol) was converted, using azetidine instead of L-2,2,2-trifluoro-1-(methyl)ethylamine, to the title compound (45 mg, 39%) which was obtained as a light yellow oil after purification by chromatography (silica, heptane:ethyl acetate=1:0 to 2:1). MS: m/e=330.3 [M+H]+. Starting materials: ClC1=CC=C(N=N1)N1CCC(CC1)CCCO (1-(6-chloro-3-pyridazinyl)-4-piperidinepropanol), SC1=CC=C(C(=O)OCC)C=C1 (ethyl 4-mercaptobenzoate), CCOC(=O)/N=N/C(=O)OCC (diethyl diazenedicarboxylate). Solvent: O1CCCC1 (tetrahydrofuran), O1CCCC1 (tetrahydrofuran). Reaction conditions: time 8 hour. The product is ClC1=CC=C(N=N1)N1CCC(CC1)CCCSC1=CC=C(C(=O)OCC)C=C1 (ethyl 4-[[3-[1-(6-chloro-3-pyridazinyl)-4-piperidinyl]propyl]thio]benzoate). The yield is 13.5%. Reaction SMILES: [Cl:1][C:2]1[N:7]=[N:6][C:5]([N:8]2[CH2:13][CH2:12][CH:11]([CH2:14][CH2:15][CH2:16]O)[CH2:10][CH2:9]2)=[CH:4][CH:3]=1.[SH:18][C:19]1[CH:29]=[CH:28][C:22]([C:23]([O:25][CH2:26][CH3:27])=[O:24])=[CH:21][CH:20]=1.CCOC(/N=N/C(OCC)=O)=O>O1CCCC1>[Cl:1][C:2]1[N:7]=[N:6][C:5]([N:8]2[CH2:9][CH2:10][CH:11]([CH2:14][CH2:15][CH2:16][S:18][C:19]3[CH:20]=[CH:21][C:22]([C:23]([O:25][CH2:26][CH3:27])=[O:24])=[CH:28][CH:29]=3)[CH2:12][CH2:13]2)=[CH:4][CH:3]=1. Reported procedure: To a stirred solution of 5.6 parts of 1-(6-chloro-3-pyridazinyl)-4-piperidinepropanol, 4.2 parts of ethyl 4-mercaptobenzoate and 6 parts of triphenylposphine in 135 parts of tetrahydrofuran was added dropwise a solution of 4 parts of diethyl diazenedicarboxylate in 45 parts of tetrahydrofuran at 20° C. Upon complete addition, stirring was continued overnight at this temperature. The reaction mixture was evaporated and the residue was taken up in water. The product was ectracted with dichlorometh... Starting materials: CCO, O=[N+]([O-])c1ccccc1-c1nc2cccnc2o1. Yields the product Nc1ccccc1-c1nc2cccnc2o1. Reaction SMILES: [CH3:19][CH2:20][OH:21].[N+:1]([O-:2])(=[O:3])[c:4]1[c:5](-[c:10]2[o:11][c:12]3[n:13][cH:14][cH:15][cH:16][c:17]3[n:18]2)[cH:6][cH:7][cH:8][cH:9]1>>[NH2:1][c:4]1[c:5](-[c:10]2[o:11][c:12]3[n:13][cH:14][cH:15][cH:16][c:17]3[n:18]2)[cH:6][cH:7][cH:8][cH:9]1. Reactants: substituted benzyl amines, C(=O)([O-])[O-].[Na+].[Na+] (Na2CO3), N1[C@H](CCC1)C(=O)N[C@@H](C)C1=CC=C(C(=O)OC)C=C1 (methyl 4-((S)-1-((R)-pyrrolidine-2-carboxamido)ethyl)benzoate), FC(C=1C=C(CBr)C=CC1)(F)F (3-(trifluoromethyl)benzyl bromide). Product: FC(C=1C=C(CN2[C@H](CCC2)C(=O)N[C@@H](C)C2=CC=C(C(=O)OC)C=C2)C=CC1)(F)F (methyl 4-((S)-1-((R)-1-(3-(trifluoromethyl)benzyl)pyrrolidine-2-carboxamido)ethyl)benzoate). Isolated yield 89.5%. As a reaction SMILES: [NH:1]1[CH2:5][CH2:4][CH2:3][C@@H:2]1[C:6]([NH:8][C@H:9]([C:11]1[CH:20]=[CH:19][C:14]([C:15]([O:17][CH3:18])=[O:16])=[CH:13][CH:12]=1)[CH3:10])=[O:7].[F:21][C:22]([F:32])([F:31])[C:23]1[CH:24]=[C:25]([CH:28]=[CH:29][CH:30]=1)[CH2:26]Br.C([O-])([O-])=O.[Na+].[Na+]>>[F:21][C:22]([F:31])([F:32])[C:23]1[CH:24]=[C:25]([CH:28]=[CH:29][CH:30]=1)[CH2:26][N:1]1[CH2:5][CH2:4][CH2:3][C@@H:2]1[C:6]([NH:8][C@H:9]([C:11]1[CH:12]=[CH:13][C:14]([C:15]([O:17][CH3:18])=[O:16])=[CH:19][CH:20]=1)[CH3:10])=[O:7] |f:2.3.4|. Procedure: The title compound (D32) (70 mg) was prepared according to the general procedure for substituted benzyl amines preparation starting from methyl 4-((S)-1-((R)-pyrrolidine-2-carboxamido)ethyl)benzoate (D14) (50 mg, 0.18 mmol) and 3-(trifluoromethyl)benzyl bromide (0.055 ml, 0.36 mmol). (Na2CO3: 2.5 eq; reaction time: 5 hrs; 70° C.) Procedure: To a solution of 6-methyl-2-hydroxy-5H-thiazolo [3,2-a]pyrimidin-5-one (365 mg) and potassium carbonate (526 mg) in DMF (10 ml) was added 4-(4-chlorobenzoyl)benzyl bromide (664 mg) and the mixture was stirred at 80° C. for 2 hours. This reaction mixture was concentrated and the residue was diluted with water-ethyl acetate and extracted with ethyl acetate. The extract was purified by silica gel column chromatography (hexane: ethyl acetate: chloroform=2:1:1) and recrystallized from ethyl acetate t... Solvent: CN(C)C=O (DMF). Reactants: CC1=CN=C2N(C1=O)C=C(S2)O (6-methyl-2-hydroxy-5H-thiazolo [3,2-a]pyrimidin-5-one), C([O-])([O-])=O.[K+].[K+] (potassium carbonate), ClC1=CC=C(C(=O)C2=CC=C(CBr)C=C2)C=C1 (4-(4-chlorobenzoyl)benzyl bromide). Yields the product ClC1=CC=C(C(=O)C2=CC=C(COC=3N=C4N(C(C3C)=O)C=CS4)C=C2)C=C1 (7-[4-(4-Chlorobenzoyl)benzyloxy]-6-methyl-5H-thiazolo [3,2-a]pyrimidin-5-one). Isolated yield 48.6%. Reaction conditions: temperature 80 celsius, time 2 hour. RXN SMILES: [CH3:1][C:2]1[C:7](=[O:8])[N:6]2[CH:9]=[C:10](O)[S:11][C:5]2=[N:4][CH:3]=1.[C:13](=[O:16])([O-])[O-].[K+].[K+].[Cl:19][C:20]1[CH:35]=[CH:34][C:23]([C:24]([C:26]2[CH:33]=[CH:32][C:29](CBr)=[CH:28][CH:27]=2)=[O:25])=[CH:22][CH:21]=1>CN(C=O)C>[Cl:19][C:20]1[CH:21]=[CH:22][C:23]([C:24]([C:26]2[CH:33]=[CH:32][C:29]([CH2:13][O:16][C:3]3[N:4]=[C:5]4[S:11][CH:10]=[CH:9][N:6]4[C:7](=[O:8])[C:2]=3[CH3:1])=[CH:28][CH:27]=2)=[O:25])=[CH:34][CH:35]=1 |f:1.2.3|.